This data is from the Open Reaction Database (ORD), a public repository of structured organic reaction records. The task is: describe an organic reaction: reactants, conditions, products, and yield Yields the product O=Cc1ccc(F)c(C(=O)c2cccc(F)c2)c1. RXN SMILES: [CH3:1][O:2][CH:3]([c:4]1[cH:5][cH:6][c:7]([F:19])[c:8]([C:10](=[O:11])[c:12]2[cH:13][c:14]([F:18])[cH:15][cH:16][cH:17]2)[cH:9]1)[O:20][CH3:21].[ClH:22].[Na+:23].[O:28]1[CH2:29][CH2:30][CH2:31][CH2:32]1.[OH:24][C:25](=[O:26])[O-:27]>>[O:2]=[CH:3][c:4]1[cH:5][cH:6][c:7]([F:19])[c:8]([C:10](=[O:11])[c:12]2[cH:13][c:14]([F:18])[cH:15][cH:16][cH:17]2)[cH:9]1. Starting materials: COC(OC)c1ccc(F)c(C(=O)c2cccc(F)c2)c1, Cl, [Na+], C1CCOC1, O=C([O-])O.